describe an organic reaction: reactants, conditions, products, and yield From a dataset of the Open Reaction Database (ORD), a public repository of structured organic reaction records. Starting materials: C=1C=CC2=C(C1)C=CN2C. The reagents and catalysts are O1BOC(C)(C)C1(C)C, F[B-](F)(F)c1ccccc1[NH+]1CCCCC1. Run at temperature 80 celsius, time 6 hour. Product: O1B(OC(C)(C)C1(C)C)C2=CN(C=3C=CC=CC23)C. Isolated yield 80.0%. The reactants are COC(C1=CC(=C(C=C1)N)I)=O (4-amino-3-iodo-benzoic acid methyl ester), C(C)(=O)OC(C)=O (acetic anhydride). The solvent is C(C)(=O)O (acetic acid). Reaction conditions: temperature 60 celsius. Product: COC(C1=CC(=C(C=C1)NC(C)=O)I)=O (4-acetylamino-3-iodo-benzoic acid methyl ester). Reaction SMILES: [CH3:1][O:2][C:3](=[O:12])[C:4]1[CH:9]=[CH:8][C:7]([NH2:10])=[C:6]([I:11])[CH:5]=1.[C:13](OC(=O)C)(=[O:15])[CH3:14]>C(O)(=O)C>[CH3:1][O:2][C:3](=[O:12])[C:4]1[CH:9]=[CH:8][C:7]([NH:10][C:13](=[O:15])[CH3:14])=[C:6]([I:11])[CH:5]=1. Reported procedure: To a solution of the crude 4-amino-3-iodo-benzoic acid methyl ester in 20 mL of acetic acid was added acetic anhydride (1.25 mL). The reaction was heated at 60° C. for 1 h. The reaction mixture was quenched with water, extracted with ethyl acetate, dried over Na2SO4, and concentrated in vacuo. Purification by flash chromatography (SiO2, 1:3 EtOAc/Hexane) afforded 4-acetylamino-3-iodo-benzoic acid methyl ester: MS (m/z) 320.0 (M+1). Reactants: CN(C=CC(=O)C1=CSC=C1)C (3-dimethylamino-(3-thienyl)-2-propen-1-one), [N+](=O)(O)[O-].FC(C(F)F)(OC=1C=C(C=CC1)NC(=N)N)F (3-(1,1,2,2-tetrafluoroethoxy)phenylguanidine nitrate). Product: FC(C(F)F)(OC=1C=C(C=CC1)NC1=NC=CC(=N1)C1=CSC=C1)F (N-[3-(1,1,2,2-tetrafluoroethoxy)phenyl]-4-(3-thienyl)-2-pyrimidine-amine). Reaction SMILES: CN(C)[CH:3]=[CH:4][C:5]([C:7]1[CH:11]=[CH:10][S:9][CH:8]=1)=O.[N+]([O-])(O)=O.[F:17][C:18]([F:33])([O:22][C:23]1[CH:24]=[C:25]([NH:29][C:30]([NH2:32])=[NH:31])[CH:26]=[CH:27][CH:28]=1)[CH:19]([F:21])[F:20]>>[F:17][C:18]([F:33])([O:22][C:23]1[CH:24]=[C:25]([NH:29][C:30]2[N:32]=[C:5]([C:7]3[CH:11]=[CH:10][S:9][CH:8]=3)[CH:4]=[CH:3][N:31]=2)[CH:26]=[CH:27][CH:28]=1)[CH:19]([F:20])[F:21] |f:1.2|. Procedure: In accordance with the general procedure described in Example 1, reaction of 10 g (0.055 mol) of 3-dimethylamino-(3-thienyl)-2-propen-1-one [described in EP-A-0 233 461] and 15 g (0.060 mol) of 3-(1,1,2,2-tetrafluoroethoxy)phenylguanidine nitrate gives N-[3-(1,1,2,2-tetrafluoroethoxy)phenyl]-4-(3-thienyl)-2-pyrimidine-amine; FAB-MS:370 (M+ +1), m.p. 110°-111°, Rf =0.8 (ethyl acetate:hexane=1:1). Starting materials: CCOC(OCC)P(=O)(OCC)C1CCCO1, CCO, C[Si](C)(C)Cl, ClCCl. The product is CCOP(O)C1CCCO1. Reaction SMILES: [CH2:1]([O:2][CH:3]([O:4][CH2:5][CH3:6])[P:8]([O:9][CH2:10][CH3:11])(=[O:12])[CH:13]1[O:14][CH2:15][CH2:16][CH2:17]1)[CH3:7].[CH3:18][CH2:19][OH:20].[CH3:21][Si:22]([Cl:23])([CH3:24])[CH3:25].[Cl:26][CH2:27][Cl:28]>>[P:8]([O:9][CH2:10][CH3:11])([OH:12])[CH:13]1[O:14][CH2:15][CH2:16][CH2:17]1. Starting materials: CCCC[N+](CCCC)(CCCC)CCCC.[F-] (TBAF), C(C)(C)[Si](OC1=CC=C(C=C1)C1=CC=C([Se]1)CO)(C(C)C)C(C)C ([5-(4-triisopropylsilanyloxyphenyl)selenophen-2-yl]-methanol), O (water). Solvent: C1CCOC1 (THF). Reaction conditions: time 30 minute. Yields the product OCC1=CC=C([Se]1)C1=CC=C(C=C1)O (4-(5-Hydroxymethylselenophen-2-yl)phenol). RXN SMILES: C([Si](C(C)C)(C(C)C)[O:5][C:6]1[CH:11]=[CH:10][C:9]([C:12]2[Se:16][C:15]([CH2:17][OH:18])=[CH:14][CH:13]=2)=[CH:8][CH:7]=1)(C)C.CCCC[N+](CCCC)(CCCC)CCCC.[F-].O>C1COCC1>[OH:18][CH2:17][C:15]1[Se:16][C:12]([C:9]2[CH:10]=[CH:11][C:6]([OH:5])=[CH:7][CH:8]=2)=[CH:13][CH:14]=1 |f:1.2|. Reported procedure: 8.7 g (21.4 mmol) of [5-(4-triisopropylsilanyloxyphenyl)selenophen-2-yl]-methanol are initially introduced in 200 ml of THF, and 50 ml of TBAF (50 mmol, 1 M soln. in THF) are added with ice-cooling. After 30 min at this temperature, the mixture is added to water and extracted with MTBE. The organic phase is separated off, and the aqueous phase is extracted with MTBE. The combined organic phases are washed with sat. sodium chloride soln. and dried using sodium sulfate. The solution is concentrate... Product: CC=1N(C=CN1)CCO (2-(2-methyl-imidazol-1-yl)-ethanol). Run at time 1 hour. Run in C(C)OCC (diethyl ether), C(C)OCC (diethyl ether). The reactants are MgSO,4, COC(CN1C(=NC=C1)C)=O ((2-methyl-imidazol-1-yl)-acetic acid methyl ester), O (water), [OH-].[Na+] (NaOH), O (water), [H-].[H-].[H-].[H-].[Li+].[Al+3] (LiAlH4). Reported procedure: A solution of (2-methyl-imidazol-1-yl)-acetic acid methyl ester (2,6 g) in diethyl ether (39 ml) is added drop wise to a suspension of LiAlH4 (1,3 g) in 130 ml diethyl ether (130 ml) at 0° C. After 1 hour 1.3 g water, 1.3 g 15% NaOH and 4 g water is added and the slurry stirred for 1 hour. After addition of MgSO,4;and filtration the filter cake is washed several times with hot ethyl acetate. After removal of the solvent, the crude product is used without further purification. As a reaction SMILES: C[O:2][C:3](=O)[CH2:4][N:5]1[CH:9]=[CH:8][N:7]=[C:6]1[CH3:10].[H-].[H-].[H-].[H-].[Li+].[Al+3].O.[OH-].[Na+]>C(OCC)C>[CH3:10][C:6]1[N:5]([CH2:4][CH2:3][OH:2])[CH:9]=[CH:8][N:7]=1 |f:1.2.3.4.5.6,8.9|. Starting materials: NCP(OC1=CC=CC=C1)(OC1=CC=CC=C1)=O (diphenyl aminomethylphosphonate), C(C1=CC=CC=C1)=O (benzaldehyde), O (water). The solvent is C1=CC=CC=C1 (benzene). Yields the product C(C1=CC=CC=C1)=NCP(OC1=CC=CC=C1)(OC1=CC=CC=C1)=O (diphenyl N-benzylideneaminomethylphosphonate). Reaction SMILES: [NH2:1][CH2:2][P:3](=[O:18])([O:11][C:12]1[CH:17]=[CH:16][CH:15]=[CH:14][CH:13]=1)[O:4][C:5]1[CH:10]=[CH:9][CH:8]=[CH:7][CH:6]=1.[CH:19](=O)[C:20]1[CH:25]=[CH:24][CH:23]=[CH:22][CH:21]=1.O>C1C=CC=CC=1>[CH:19](=[N:1][CH2:2][P:3](=[O:18])([O:4][C:5]1[CH:10]=[CH:9][CH:8]=[CH:7][CH:6]=1)[O:11][C:12]1[CH:13]=[CH:14][CH:15]=[CH:16][CH:17]=1)[C:20]1[CH:25]=[CH:24][CH:23]=[CH:22][CH:21]=1. Reported procedure: A solution of diphenyl aminomethylphosphonate (102.8 g) and benzaldehyde (41.6 g) in benzene (1000 ml) is heated at reflux in a Dean-Stark apparatus until water separation ceases. The resulting solution is evaporated under reduced pressure to yield diphenyl N-benzylideneaminomethylphosphonate. The reactants are C(C)(=O)NC1C(C=2C(=C(SC2SC)C(=O)OCC)CC1)=O (ethyl 5-acetylamino-4,5,6,7-tetrahydro-3-methylthio-4-oxobenzo[c]thiophene-1-carboxylate), P(=O)(Cl)(Cl)Cl (phosphorus oxychloride). Solvent: C1(=CC=CC=C1)C (toluene). Yields the product CC=1OC2=C(N1)CCC=1C2=C(SC1C(=O)OCC)SC (ethyl 4,5-dihydro-2-methyl-8-methylthiothieno[3,4-g]benzoxazole-6-carboxylate). Isolated yield 93.8%. RXN SMILES: [C:1]([NH:4][CH:5]1[CH2:20][CH2:19][C:8]2=[C:9]([C:14]([O:16][CH2:17][CH3:18])=[O:15])[S:10][C:11]([S:12][CH3:13])=[C:7]2[C:6]1=[O:21])(=O)[CH3:2].P(Cl)(Cl)(Cl)=O>C1(C)C=CC=CC=1>[CH3:2][C:1]1[O:21][C:6]2[C:7]3=[C:11]([S:12][CH3:13])[S:10][C:9]([C:14]([O:16][CH2:17][CH3:18])=[O:15])=[C:8]3[CH2:19][CH2:20][C:5]=2[N:4]=1. Procedure details: A mixture of ethyl 5-acetylamino-4,5,6,7-tetrahydro-3-methylthio-4-oxobenzo[c]thiophene-1-carboxylate (2.46 g), phosphorus oxychloride (3.46 g) and toluene (80 ml) was refluxed under heating for 1.5 hours; the solution obtained was concentrated under reduced pressure, diluted with a saturated aqueous solution of sodium hydrogen carbonate (200 ml) and extracted with ethyl acetate. The organic layer was washed with water and dried (MgSO4), after which the solvent was distilled off to yield ethyl 4...